From a dataset of the Open Reaction Database (ORD), a public repository of structured organic reaction records. describe an organic reaction: reactants, conditions, products, and yield Reactants: C(C)OC(=O)NC=1C=CC2=C(C(S(CCC(N2)=O)(=O)=O)C2=C(C=CC=C2)Cl)C1 (8-(ethoxycarbonylamino)-6-(2-chlorophenyl)-1,3,4,6-tetrahydro-2-oxo-2H-5,1-benzothiazocine 5,5-dioxide), potassium t-butylate. The solvent is C(Cl)(Cl)(Cl)Cl (carbon tetrachloride), C(C)(C)(C)O (t-butanol), O (water). Reaction conditions: time 30 minute. Yields the product ClC1=C(C=CC=C1)C1=CCC(NC2=C1C=C(C=C2)NC(=O)OCC)=O (ethyl 5-(2-chlorophenyl)-2,3-dihydro-2-oxo-1H-1-benzazepine-7-carbamate). As a reaction SMILES: [CH2:1]([O:3][C:4]([NH:6][C:7]1[CH:8]=[CH:9][C:10]2[NH:17][C:16](=[O:18])[CH2:15][CH2:14]S(=O)(=O)[CH:12]([C:21]3[CH:26]=[CH:25][CH:24]=[CH:23][C:22]=3[Cl:27])[C:11]=2[CH:28]=1)=[O:5])[CH3:2]>C(Cl)(Cl)(Cl)Cl.C(O)(C)(C)C.O>[Cl:27][C:22]1[CH:23]=[CH:24][CH:25]=[CH:26][C:21]=1[C:12]1[C:11]2[CH:28]=[C:7]([NH:6][C:4]([O:3][CH2:1][CH3:2])=[O:5])[CH:8]=[CH:9][C:10]=2[NH:17][C:16](=[O:18])[CH2:15][CH:14]=1. Reported procedure: 93.1 g of 8-(ethoxycarbonylamino)-6-(2-chlorophenyl)-1,3,4,6-tetrahydro-2-oxo-2H-5,1-benzothiazocine 5,5-dioxide are dissolved at 80° in a mixture of 1.3 l of carbon tetrachloride, 1.3 l of t-butanol and 33.5 ml of water. After cooling to 35°, the mixture is treated rapidly with 212 g of potassium t-butylate (in three portions) while cooling strongly. The temperature thereby rises to 45°-50°. After the reaction has faded away, the cooling bath is removed and the mixture is stirred for a further ... The reactants are FC=1C=NC=CC1CCCNN1C=C(C2=CC(=CC=C12)O)C (1-[(3-fluoro-4-pyridinyl)propylamino]-3-methyl-1H-indol-5-ol), C(=O)([O-])[O-].[K+].[K+] (K2CO3), CN=C=O (methyl isocyanate). Run in O1CCCC1 (tetrahydrofuran). Conditions: time 15 hour. The product is CNC(OC=1C=C2C(=CN(C2=CC1)NCCCC1=C(C=NC=C1)F)C)=O (1-[(3-Fluoro-4-pyridinyl)propylamino]-3-methyl-1H-indol-5-yl methylcarbamate). Reaction SMILES: [F:1][C:2]1[CH:3]=[N:4][CH:5]=[CH:6][C:7]=1[CH2:8][CH2:9][CH2:10][NH:11][N:12]1[C:20]2[C:15](=[CH:16][C:17]([OH:21])=[CH:18][CH:19]=2)[C:14]([CH3:22])=[CH:13]1.C([O-])([O-])=O.[K+].[K+].[CH3:29][N:30]=[C:31]=[O:32]>O1CCCC1>[CH3:29][NH:30][C:31](=[O:32])[O:21][C:17]1[CH:16]=[C:15]2[C:20](=[CH:19][CH:18]=1)[N:12]([NH:11][CH2:10][CH2:9][CH2:8][C:7]1[CH:6]=[CH:5][N:4]=[CH:3][C:2]=1[F:1])[CH:13]=[C:14]2[CH3:22] |f:1.2.3|. Procedure details: To a solution consisting of 1-[(3-fluoro-4-pyridinyl)propylamino]-3-methyl-1H-indol-5-ol (2.10 g) and tetrahydrofuran (47 ml) was added milled K2CO3 (1.02 g) followed by dropwise addition of methyl isocyanate (0.46 ml) at room temperature under nitrogen. Stirring was continued for 15 hours, at which time the reaction mixture was filtered through a pad of celite and the solids washed with EtOAc. Concentration afforded the crude product. Purification via flash column chromatography (silica gel, 50...